From a dataset of the Open Reaction Database (ORD), a public repository of structured organic reaction records. describe an organic reaction: reactants, conditions, products, and yield Starting materials: N1=CC(=CC=C1)C1(C(CCC(C1=C=S)=C=S)=O)C (2-(pyrid-3-yl)-2-methyldithiocarbonylcyclohexanone), C(#N)CP(OCC)(OCC)=O (diethyl cyanomethylphosphonate), [H-].[Na+] (sodium hydride), oil. Procedure details: A solution of diethyl cyanomethylphosphonate (18.2 g, 0.1 mol) in dry tetrahydrofuran (200 ml) at 25° C. was treated with sodium hydride (4.5 g of a 60% oil dispersion). After 30 mins at 25° C. the mixture was treated with 2-(pyrid-3-yl)-2-methyldithiocarbonylcyclohexanone (24.7 g, 0.93 mol) in dry tetrahydrofuran (100 ml). After 3 hrs at reflux the mixture was cooled to 25° C. over 30 mins, diluted with ethyl acetate (500 ml) and then washed with water (500 ml). The organic phase was removed an... The product is N1=CC(=CC=C1)C1(C(CCC(C1=C=S)=C=S)=CC#N)C (2-(pyrid-3-yl)-2-methyldithiocarbonyl-1-cyanomethylenecyclohexane). As a reaction SMILES: [C:1]([CH2:3]P(=O)(OCC)OCC)#[N:2].[H-].[Na+].[N:14]1[CH:19]=[CH:18][CH:17]=[C:16]([C:20]2([CH3:31])[C:25](=[C:26]=[S:27])[C:24](=[C:28]=[S:29])[CH2:23][CH2:22][C:21]2=O)[CH:15]=1>O1CCCC1.C(OCC)(=O)C>[N:14]1[CH:19]=[CH:18][CH:17]=[C:16]([C:20]2([CH3:31])[C:25](=[C:26]=[S:27])[C:24](=[C:28]=[S:29])[CH2:23][CH2:22][C:21]2=[CH:3][C:1]#[N:2])[CH:15]=1 |f:1.2|. Reaction conditions: temperature 25 celsius. Run in O1CCCC1 (tetrahydrofuran), O1CCCC1 (tetrahydrofuran), C(C)(=O)OCC (ethyl acetate). Isolated yield 26.0%. Reactants: O=C([O-])O, CCCNN1C(=O)Cc2ccccc21, Fc1cnccc1Cl, Fc1cnccc1Cl, ClCCl, Cl, [Na+], O, Oc1ccccc1, Cc1ccc(S(=O)(=O)O)cc1. The product is CCCN(c1ccncc1F)N1C(=O)Cc2ccccc21. As a reaction SMILES: [C:51](=[O:52])([OH:53])[O-:54].[CH2:1]([CH2:2][CH3:3])[NH:4][N:5]1[C:6](=[O:14])[CH2:7][c:8]2[cH:9][cH:10][cH:11][cH:12][c:13]21.[Cl:35][c:36]1[c:37]([F:42])[cH:38][n:39][cH:40][cH:41]1.[Cl:43][c:44]1[cH:45][cH:46][n:47][cH:48][c:49]1[F:50].[Cl:56][CH2:57][Cl:58].[ClH:34].[Na+:55].[OH2:22].[OH:15][c:16]1[cH:17][cH:18][cH:19][cH:20][cH:21]1.[c:23]1([CH3:24])[cH:25][cH:26][c:27]([S:28]([OH:29])(=[O:30])=[O:31])[cH:32][cH:33]1>>[CH2:1]([CH2:2][CH3:3])[N:4]([N:5]1[C:6](=[O:14])[CH2:7][c:8]2[cH:9][cH:10][cH:11][cH:12][c:13]21)[c:36]1[c:37]([F:42])[cH:38][n:39][cH:40][cH:41]1. Starting materials: C(C)N(C(=O)C1=C(C=CC(=C1)C=1C=NN(C1)CCCO)NC1=NC(=NC=C1C(F)(F)F)NC1=C(C=C(CP(OCC)(O)=O)C=C1)OC)CC (Ethyl hydrogen (4-{[4-({2-(diethylcarbamoyl)-4-[1-(3-hydroxypropyl)-1H-pyrazol-4-yl]phenyl}amino)-5-(trifluoromethyl)pyrimidin-2-yl]amino}-3-methoxybenzyl)phosphonate), OCCC(C)(C)N1N=CC(=C1)C1=CC=C(C(=N1)C(NC)=O)NC1=NC(=NC=C1C(F)(F)F)NC1=C(C=C(CP(OCC)(OCC)=O)C=C1)OC (diethyl (4-{[4-({6-[1-(4-hydroxy-2-methylbutan-2-yl)-1H-pyrazol-4-yl]-2-(methylcarbamoyl)pyridin-3-yl}amino)-5-(trifluoromethyl)pyrimidin-2-yl]amino}-3-methoxybenzyl)phosphonate), OCCC(C)(C)N1N=CC(=C1)C1=CC=C(C(=N1)C(NC)=O)NC1=NC(=NC=C1C(F)(F)F)NC1=C(C=C(CP(OCC)(OCC)=O)C=C1)OC (diethyl (4-{[4-({6-[1-(4-hydroxy-2-methylbutan-2-yl)-1H-pyrazol-4-yl]-2-(methylcarbamoyl)pyridin-3-yl}amino)-5-(trifluoromethyl)pyrimidin-2-yl]amino}-3-methoxybenzyl)phosphonate). Product: OCCC(C)(C)N1N=CC(=C1)C1=CC=C(C(=N1)C(NC)=O)NC1=NC(=NC=C1C(F)(F)F)NC1=C(C=C(CP(OCC)(O)=O)C=C1)OC (Ethyl hydrogen (4-{[4-({6-[1-(4-hydroxy-2-methylbutan-2-yl)-1H-pyrazol-4-yl]-2-(methylcarbamoyl)pyridin-3-yl}amino)-5-(trifluoromethyl)pyrimidin-2-yl]amino}-3-methoxybenzyl)phosphonate). The yield is 78.5%. RXN SMILES: C(N(CC)C(C1C=C(C2C=NN(CCCO)C=2)C=CC=1NC1C(C(F)(F)F)=CN=C(NC2C=CC(CP(=O)(O)OCC)=CC=2OC)N=1)=O)C.[OH:50][CH2:51][CH2:52][C:53]([N:56]1[CH:60]=[C:59]([C:61]2[N:66]=[C:65]([C:67](=[O:70])[NH:68][CH3:69])[C:64]([NH:71][C:72]3[C:77]([C:78]([F:81])([F:80])[F:79])=[CH:76][N:75]=[C:74]([NH:82][C:83]4[CH:97]=[CH:96][C:86]([CH2:87][P:88](=[O:95])([O:92]CC)[O:89][CH2:90][CH3:91])=[CH:85][C:84]=4[O:98][CH3:99])[N:73]=3)=[CH:63][CH:62]=2)[CH:58]=[N:57]1)([CH3:55])[CH3:54]>>[OH:50][CH2:51][CH2:52][C:53]([N:56]1[CH:60]=[C:59]([C:61]2[N:66]=[C:65]([C:67](=[O:70])[NH:68][CH3:69])[C:64]([NH:71][C:72]3[C:77]([C:78]([F:81])([F:79])[F:80])=[CH:76][N:75]=[C:74]([NH:82][C:83]4[CH:97]=[CH:96][C:86]([CH2:87][P:88](=[O:92])([OH:95])[O:89][CH2:90][CH3:91])=[CH:85][C:84]=4[O:98][CH3:99])[N:73]=3)=[CH:63][CH:62]=2)[CH:58]=[N:57]1)([CH3:54])[CH3:55]. Procedure: Prepared analogously to Compound 3A using diethyl (4-{[4-({6-[1-(4-hydroxy-2-methylbutan-2-yl)-1H-pyrazol-4-yl]-2-(methylcarbamoyl)pyridin-3-yl}amino)-5-(trifluoromethyl)pyrimidin-2-yl]amino}-3-methoxybenzyl)phosphonate (Compound 50B, 117 mg, 0.163 mmol) to afford 88.6 mg of the title compound (79%). 1H NMR (400 MHz, CD3OD) δ 8.76 (s, 1H), 8.35 (s, 1H), 8.11 (d, J=8.6 Hz, 1H), 7.83 (d, J=8.6 Hz, 1H), 7.50 (d, J=8.1 Hz, 1H), 6.85 (s, 1H), 6.52 (d, J=8.1 Hz, 2H), 3.72-3.98 (m, 7H), 3.15-3.25 (m, 2... Starting materials: ClC1=CC=C(C=C1)N1C(SC(C1=O)=C(CC)OCC)=S (3-(4'-chlorophenyl)-5-(1'-ethoxypropylidene)-rhodanine), C(C)O (ethanol), [S-2].[Na+].[Na+] (sodium sulfide). Reported procedure: To a suspension of 3 g. (0.091 m.) of 3-(4'-chlorophenyl)-5-(1'-ethoxypropylidene)-rhodanine in 15 ml. of ethanol is added a solution of sodium sulfide in 10 ml. of water and the mixture is stirred at room temperature until solution is complete (15-20 minutes). This solution is added to 100 ml. of water, allowed to stand for 15 minutes, filtered and the filtrate is acidified with 2N hydrochloric acid to give 3-(4'-chlorophenyl)-5-(1'-mercaptopropylidene)-rhodanine, m.p. 163°-165°C. Run at time 15 minute. The product is ClC1=CC=C(C=C1)N1C(SC(C1=O)=C(CC)S)=S (3-(4'-chlorophenyl)-5-(1'-mercaptopropylidene)-rhodanine). Solvent: O (water), O (water). RXN SMILES: [Cl:1][C:2]1[CH:7]=[CH:6][C:5]([N:8]2[C:12](=[O:13])[C:11](=[C:14](OCC)[CH2:15][CH3:16])[S:10][C:9]2=[S:20])=[CH:4][CH:3]=1.C(O)C.[S-2:24].[Na+].[Na+]>O>[Cl:1][C:2]1[CH:7]=[CH:6][C:5]([N:8]2[C:12](=[O:13])[C:11](=[C:14]([SH:24])[CH2:15][CH3:16])[S:10][C:9]2=[S:20])=[CH:4][CH:3]=1 |f:2.3.4|. The reactants are COc1ccc(S(=O)(=O)C#N)cc1, CC(C)=O, O, C=C(C)C(C(=O)OCc1ccccc1)N1C(=O)C(NC(=O)Cc2ccccc2)C1SSc1nc2ccccc2s1. Yields the product C=C(C)C(C(=O)OCc1ccccc1)N1C(=O)C(NC(=O)Cc2ccccc2)C1SS(=O)(=O)c1ccc(OC)cc1. RXN SMILES: [CH3:41][O:42][c:43]1[cH:44][cH:45][c:46]([S:49](=[O:50])(=[O:51])[C:52]#[N:53])[cH:47][cH:48]1.[CH3:55][C:56](=[O:57])[CH3:58].[OH2:54].[c:1]1([CH2:7][C:8](=[O:9])[NH:10][CH:11]2[C:12](=[O:40])[N:13]([CH:26]([C:27](=[O:28])[O:29][CH2:30][c:31]3[cH:32][cH:33][cH:34][cH:35][cH:36]3)[C:37](=[CH2:38])[CH3:39])[CH:14]2[S:15][S:16][c:17]2[s:18][c:19]3[cH:20][cH:21][cH:22][cH:23][c:24]3[n:25]2)[cH:2][cH:3][cH:4][cH:5][cH:6]1>>[c:1]1([CH2:7][C:8](=[O:9])[NH:10][CH:11]2[C:12](=[O:40])[N:13]([CH:26]([C:27](=[O:28])[O:29][CH2:30][c:31]3[cH:32][cH:33][cH:34][cH:35][cH:36]3)[C:37](=[CH2:38])[CH3:39])[CH:14]2[S:15][S:49]([c:46]2[cH:45][cH:44][c:43]([O:42][CH3:41])[cH:48][cH:47]2)(=[O:50])=[O:51])[cH:2][cH:3][cH:4][cH:5][cH:6]1. The reactants are CCCc1c(OCCCOc2ccc(C3OC(=O)CC3C)cc2)ccc(C(C)=O)c1O, C1CCOC1, CO, [Na+], [OH-]. The product is CCCc1c(OCCCOc2ccc(C(O)C(C)CC(=O)[O-])cc2)ccc(C(C)=O)c1O, [Na+]. RXN SMILES: [C:1]([CH3:2])(=[O:3])[c:4]1[c:5]([OH:31])[c:6]([CH2:28][CH2:29][CH3:30])[c:7]([O:10][CH2:11][CH2:12][CH2:13][O:14][c:15]2[cH:16][cH:17][c:18]([CH:21]3[CH:22]([CH3:27])[CH2:23][C:24](=[O:26])[O:25]3)[cH:19][cH:20]2)[cH:8][cH:9]1.[CH2:36]1[O:37][CH2:38][CH2:39][CH2:40]1.[CH3:34][OH:35].[Na+:33].[OH-:32]>>[C:1]([CH3:2])(=[O:3])[c:4]1[c:5]([OH:31])[c:6]([CH2:28][CH2:29][CH3:30])[c:7]([O:10][CH2:11][CH2:12][CH2:13][O:14][c:15]2[cH:16][cH:17][c:18]([CH:21]([CH:22]([CH2:23][C:24]([O-:26])=[O:32])[CH3:27])[OH:25])[cH:19][cH:20]2)[cH:8][cH:9]1.[Na+:33]. Starting materials: [N+](=O)([O-])C1=C(N)C=CC=C1 (2-nitroaniline), C(C)OC=C(C(=O)OCC)C(=O)OCC (diethyl ethoxymethylenemalonate), C1(=CC=CC=C1)OC1=CC=CC=C1 (Diphenyl ether). Solvent: C(C)O (ethanol). Run at temperature 80 celsius. Yields the product OC1=C(C(NC2=C(C=CC=C12)[N+](=O)[O-])=O)C(=O)OCC (ethyl 4-hydroxy-8-nitroquinolone-3-carboxylate). Isolated yield 24.8%. Reaction SMILES: [N+:1]([C:4]1[CH:10]=[CH:9][CH:8]=[CH:7][C:5]=1[NH2:6])([O-:3])=[O:2].C([O:13][CH:14]=[C:15]([C:21](OCC)=[O:22])[C:16]([O:18][CH2:19][CH3:20])=[O:17])C.C1(OC2C=CC=CC=2)C=CC=CC=1>C(O)C>[OH:22][C:21]1[C:7]2[C:5](=[C:4]([N+:1]([O-:3])=[O:2])[CH:10]=[CH:9][CH:8]=2)[NH:6][C:14](=[O:13])[C:15]=1[C:16]([O:18][CH2:19][CH3:20])=[O:17]. Procedure details: A mixture of 2-nitroaniline (6.907 g) and diethyl ethoxymethylenemalonate (10.812 g) is heated to 130° C. for 2 h with removal of ethanol by a Dean-Stark trap. The mixture is cooled to 80° C. Diphenyl ether (60 mL) is added and the mixture is heated to 250° C. for 2 h. The solution is cooled to room temperature. The resulting solid is collected, washed with hexanes and dried to yield 3.447 g of ethyl 4-hydroxy-8-nitroquinolone-3-carboxylate as a gold solid. To a mixture of this ester (1.2 g) in ... Reactants: CN1CCC(CO)CC1, ClC(Cl)Cl, O=C(Cl)C(=O)c1cccs1. Yields the product CN1CCC(COC(=O)C(=O)c2cccs2)CC1. As a reaction SMILES: [CH3:11][N:12]1[CH2:13][CH2:14][CH:15]([CH2:18][OH:19])[CH2:16][CH2:17]1.[CH:20]([Cl:21])([Cl:22])[Cl:23].[O:1]=[C:2]([C:3](=[O:4])[Cl:5])[c:6]1[s:7][cH:8][cH:9][cH:10]1>>[O:1]=[C:2]([C:3](=[O:4])[O:19][CH2:18][CH:15]1[CH2:14][CH2:13][N:12]([CH3:11])[CH2:17][CH2:16]1)[c:6]1[s:7][cH:8][cH:9][cH:10]1. The reactants are [H-].[Na+] (sodium hydride), C(#N)C1(SC2=C(N(C1=O)C)C=CC=C2)C2=CC=C(C=C2)O (2-cyano-3,4-dihydro-2-(4-hydroxyphenyl)-4-methyl-3-oxo-2H-1,4-benzothiazine), C(C)(=O)OCC (ethyl acetate), C(Cl)C1CO1 (Epichlorohydrin). The solvent is CN(C=O)C (dimethylformamide), O (water), CN(C=O)C (dimethylformamide). Conditions: time 7 minute. Product: C(#N)C1(SC2=C(N(C1=O)C)C=CC=C2)C2=CC=C(C=C2)OCC2CO2 (2-Cyano-3,4-dihydro-2-[4-(2,3-epoxypropoxy)phenyl]-4-methyl-3-oxo-2H-1,4-benzothiazine). Yield: 54.5%. RXN SMILES: [H-].[Na+].[C:3]([C:5]1([C:17]2[CH:22]=[CH:21][C:20]([OH:23])=[CH:19][CH:18]=2)[C:10](=[O:11])[N:9]([CH3:12])[C:8]2[CH:13]=[CH:14][CH:15]=[CH:16][C:7]=2[S:6]1)#[N:4].[CH2:24]([CH:26]1[O:28][CH2:27]1)Cl.C(OCC)(=O)C>CN(C)C=O.O>[C:3]([C:5]1([C:17]2[CH:18]=[CH:19][C:20]([O:23][CH2:24][CH:26]3[O:28][CH2:27]3)=[CH:21][CH:22]=2)[C:10](=[O:11])[N:9]([CH3:12])[C:8]2[CH:13]=[CH:14][CH:15]=[CH:16][C:7]=2[S:6]1)#[N:4] |f:0.1|. Procedure details: To a stirred suspension of 60% sodium hydride (0.7 g) in anhydrous dimethylformamide (5 ml), 2-cyano-3,4-dihydro-2-(4-hydroxyphenyl)-4-methyl-3-oxo-2H-1,4-benzothiazine (5.0 g, compound No. 10) dissolved in anhydrous dimethylformamide (15 ml) is added under nitrogen atmosphere and ice-cooling, and the mixture is stirred for 7 minutes at room temperature. Epichlorohydrin(2.6 ml) is added to the reaction mixture, and the mixture is stirred for 1 hour at 65°-75° C. The mixture is poured into a mixt... Starting materials: C(C)O (ethanol), CN1C=CC2=CC=C(C=C12)C=1N(C=CN1)COCC[Si](C)(C)C (1-methyl-6-[1-(2-trimethylsilanyl-ethoxymethyl)-1H-imidazol-2-yl]-1H-indole), Cl.C(C)(C)OC(CC1=CN(C2=CC(=CC=C12)[N+](=O)[O-])C)=N (2-(1-methyl-6-nitro-1H-indol-3-yl)-acetimidic acid isopropyl ester hydrochloride), Cl (hydrochloric acid). The product is N1C(=NC=C1)C1=CC=C2C(=CN(C2=C1)C)C=1C(NC(C1C1=CN(C2=CC(=CC=C12)[N+](=O)[O-])C)=O)=O (3-[6-(1H-Imidazol-2-yl)-1-methyl-1H-indol-3-yl]-4-(1-methyl-6-nitro-1H-indol-3-yl)-pyrrole-2,5-dione). Reaction SMILES: [CH3:1][N:2]1[C:10]2[C:5](=[CH:6][CH:7]=[C:8]([C:11]3[N:12](COCC[Si](C)(C)C)[CH:13]=[CH:14][N:15]=3)[CH:9]=2)[CH:4]=[CH:3]1.Cl.C([O:28][C:29](=[NH:44])[CH2:30][C:31]1[C:39]2[C:34](=[CH:35][C:36]([N+:40]([O-:42])=[O:41])=[CH:37][CH:38]=2)[N:33]([CH3:43])[CH:32]=1)(C)C.Cl.[CH2:46]([OH:48])[CH3:47]>>[NH:12]1[CH:13]=[CH:14][N:15]=[C:11]1[C:8]1[CH:9]=[C:10]2[C:5]([C:4]([C:47]3[C:46](=[O:48])[NH:28][C:29](=[O:44])[C:30]=3[C:31]3[C:39]4[C:34](=[CH:35][C:36]([N+:40]([O-:42])=[O:41])=[CH:37][CH:38]=4)[N:33]([CH3:43])[CH:32]=3)=[CH:3][N:2]2[CH3:1])=[CH:6][CH:7]=1 |f:1.2|. Procedure details: 3-[6-(1H-Imidazol-2-yl)-1-methyl-1H-indol-3-yl]-4-(1-methyl-6-nitro-1H-indol-3-yl)-pyrrole-2,5-dione was prepared from 1-methyl-6-[1-(2-trimethylsilanyl-ethoxymethyl)-1H-imidazol-2-yl]-1H-indole and 2-(1-methyl-6-nitro-1H-indol-3-yl)-acetimidic acid isopropyl ester hydrochloride followed by deprotection using aqueous hydrochloric acid in ethanol.